Task: describe an organic reaction: reactants, conditions, products, and yield. Dataset: the Open Reaction Database (ORD), a public repository of structured organic reaction records The reactants are O=C1CN=C(c2ccccc2Cl)c2cc(Br)c(OCCCN3CCOCC3)cc2N1, COc1ccc(P2(=S)SP(=S)(c3ccc(OC)cc3)S2)cc1. The product is S=C1CN=C(c2ccccc2Cl)c2cc(Br)c(OCCCN3CCOCC3)cc2N1. Reaction SMILES: [Br:1][c:2]1[c:3]([O:21][CH2:22][CH2:23][CH2:24][N:25]2[CH2:26][CH2:27][O:28][CH2:29][CH2:30]2)[cH:4][c:5]2[c:6]([cH:20]1)[C:7]([c:13]1[c:14]([Cl:19])[cH:15][cH:16][cH:17][cH:18]1)=[N:8][CH2:9][C:10](=[O:12])[NH:11]2.[CH3:31][O:32][c:33]1[cH:34][cH:35][c:36]([P:37]2(=[S:40])[S:38][P:39]([c:41]3[cH:42][cH:43][c:44]([O:45][CH3:46])[cH:47][cH:48]3)(=[S:49])[S:50]2)[cH:51][cH:52]1>>[Br:1][c:2]1[c:3]([O:21][CH2:22][CH2:23][CH2:24][N:25]2[CH2:26][CH2:27][O:28][CH2:29][CH2:30]2)[cH:4][c:5]2[c:6]([cH:20]1)[C:7]([c:13]1[c:14]([Cl:19])[cH:15][cH:16][cH:17][cH:18]1)=[N:8][CH2:9][C:10](=[S:40])[NH:11]2. The reactants are Cc1ccc(cc1)S(n1cc(C=O)c2ccccc12)(=O)=O, CC1=CN=C(C=C1)N, [C-]#[N+]C1CCCCC1. Reagents/catalysts: O=C(O)C(F)(F)F (trifluoroacetic acid). Solvent: CC(C)O (isopropyl alcohol), CC(C)O (isopropylalcohol). Run at temperature 22 celsius, time 20 hour. Product: Cc1ccc(cc1)S(n1cc(c2ccccc12)c1c(NC2CCCCC2)n2cc(C)ccc2n1)(=O)=O. Isolated yield 4.4%. Reaction SMILES: CC1=CC=C(N)N=C1.[C-]#[N+]C1CCCCC1.CC1=CC=C(C=C1)S(=O)(=O)N1C=C(C=O)C2=CC=CC=C12>>CC1=CC=C(C=C1)S(=O)(=O)N1C=C(C2=CC=CC=C12)C1=C(NC2CCCCC2)N2C=C(C)C=CC2=N1. Starting materials: CC1=NC2=C(N1)C=CC=C2 (2-methyl-1H-benzimidazole), [OH-].[Na+] (sodium hydroxide), ClCCCCBr (4-chlorobromobutane). Reagents/catalysts: [Br-].C(CCC)[N+](CCCC)(CCCC)CCCC (tetrabutyl ammonium bromide). Solvent: ClCCl (dichloromethane), ClCCl (dichloromethane). Reaction conditions: temperature 60 celsius. The product is ClCCCCN1C(=NC2=C1C=CC=C2)C (1-(4-chlorobutyl)-2-methyl-1H-benzimidazole). Yield: 61.5%. Reaction SMILES: [CH3:1][C:2]1[NH:6][C:5]2[CH:7]=[CH:8][CH:9]=[CH:10][C:4]=2[N:3]=1.[OH-].[Na+].[Cl:13][CH2:14][CH2:15][CH2:16][CH2:17]Br>[Br-].C([N+](CCCC)(CCCC)CCCC)CCC.ClCCl>[Cl:13][CH2:14][CH2:15][CH2:16][CH2:17][N:3]1[C:4]2[CH:10]=[CH:9][CH:8]=[CH:7][C:5]=2[N:6]=[C:2]1[CH3:1] |f:1.2,4.5|. Procedure details: 2-methyl-1H-benzimidazole (13.2 g, 0.10 mol) was dissolved into 200 ml of 20% wt. sodium hydroxide, 4-chlorobromobutane (34.3 g, 0.20 mol) and tetrabutyl ammonium bromide (1.0 g) were added, and mixed for 5 min. The mixture was heated to 60° C., stirred to react for 2 hours. Then the reaction solution was cooled down to ambient temperature, 100 ml of dichloromethane was added for extraction and liquid separation. To the aqueous phase, 100 of dichloromethane was added for extraction. Organic phas... Reaction SMILES: [CH2:1]([c:2]1[cH:3][cH:4][cH:5][cH:6][cH:7]1)[c:8]1[s:9][cH:10][c:11](-[c:13]2[cH:14][cH:15][n:16][cH:17][cH:18]2)[n:12]1.[CH2:27]([Li:28])[CH2:29][CH2:30][CH3:31].[CH3:19][N:20]([CH3:21])[CH2:22][CH2:23][N:24]([CH3:25])[CH3:26].[CH:32](=[O:33])[O:34][CH2:35][CH3:36].[O:37]1[CH2:38][CH2:39][CH2:40][CH2:41]1>>[CH:1]([c:2]1[cH:3][cH:4][cH:5][cH:6][cH:7]1)([c:8]1[s:9][cH:10][c:11](-[c:13]2[cH:14][cH:15][n:16][cH:17][cH:18]2)[n:12]1)[CH:32]=[O:33]. Starting materials: c1ccc(Cc2nc(-c3ccncc3)cs2)cc1, [Li]CCCC, CN(C)CCN(C)C, CCOC=O, C1CCOC1. Yields the product O=CC(c1ccccc1)c1nc(-c2ccncc2)cs1. The reactants are C1CCOC1, CO, COC(=O)c1cc2c([nH]1)C(Cc1cc(F)cc(Cl)c1)CC2, [Li+], [OH-]. Yields the product O=C(O)c1cc2c([nH]1)C(Cc1cc(F)cc(Cl)c1)CC2. Reaction SMILES: [CH2:26]1[O:27][CH2:28][CH2:29][CH2:30]1.[CH3:24][OH:25].[Cl:1][c:2]1[cH:3][c:4]([CH2:5][CH:6]2[CH2:7][CH2:8][c:9]3[c:10]2[nH:11][c:12]([C:14](=[O:15])[O:16][CH3:17])[cH:13]3)[cH:18][c:19]([F:21])[cH:20]1.[Li+:22].[OH-:23]>>[Cl:1][c:2]1[cH:3][c:4]([CH2:5][CH:6]2[CH2:7][CH2:8][c:9]3[c:10]2[nH:11][c:12]([C:14](=[O:15])[OH:16])[cH:13]3)[cH:18][c:19]([F:21])[cH:20]1. Starting materials: N[C@@H](CC(=O)O)C(=O)O (L-aspartic acid), [O-2].[Mg+2] (Magnesium oxide), C(=O)O (formic acid), C(C)(=O)OC(C)=O (Acetic anhydride). Run at time 12.5 minute. Yields the product C(=O)N[C@H]1CC(=O)OC1=O (N-formyl-L-aspartic anhydride). Reaction SMILES: [O-2].[Mg+2].[CH:3](O)=[O:4].C(OC(=O)C)(=O)C.[NH2:13][C@H:14]([C:19]([OH:21])=[O:20])[CH2:15][C:16]([OH:18])=O>>[CH:3]([NH:13][C@@H:14]1[C:19](=[O:20])[O:21][C:16](=[O:18])[CH2:15]1)=[O:4] |f:0.1|. Procedure details: Magnesium oxide (0.121 grams; 0.003 mole) was dissolved in 19.3 grams (0.4 mole) of 95% formic acid under nitrogen. Acetic anhydride (69.3 grams; 0.655 mole) was then added to the solution which was stirred for 10-15 minutes. The temperature of the mixture rose to 40° C. L-aspartic acid (39.93 grams; 0.30 mole) was added to the mixture and the resulting slurry was stirred at about 50° C. for about 6 hours. N-formyl-L-aspartic anhydride was formed at this point as shown by high performance liquid... Starting materials: O (Water), BrC1=C(C=CC=C1)CCCOS(=O)(=O)C (Methanesulfonic acid 3-(2-bromo-phenyl)-propyl ester), [C-]#N.[K+] (potassium cyanide). Run in CN(C)C=O (DMF), CN(C)C=O (DMF). Conditions: temperature 60 celsius, time 16 hour. Product: BrC1=C(C=CC=C1)CCCC#N (4-(2-bromo-phenyl)-butyronitrile). The yield is 91.5%. Reaction SMILES: [Br:1][C:2]1[CH:7]=[CH:6][CH:5]=[CH:4][C:3]=1[CH2:8][CH2:9][CH2:10]OS(C)(=O)=O.[C-:16]#[N:17].[K+].O>CN(C=O)C>[Br:1][C:2]1[CH:7]=[CH:6][CH:5]=[CH:4][C:3]=1[CH2:8][CH2:9][CH2:10][C:16]#[N:17] |f:1.2|. Reported procedure: Methanesulfonyl chloride (7.7 mL, 97 mmol) in 100 mL dry THF is added to a solution of 3-(2-bromo-phenyl)-propan-1-ol (17.4 g, 80.9 mmol) and triethyl amine (14.7 g, 146 mmol) in 200 mL dry THF at 0° C. under an argon atmosphere. Water is added and the mixture is extracted with ethyl acetate. The organic phase is washed with brine, dried with MgSO4 and concentrated in vacuo to give 23 g (97%) methanesulfonic acid 3-(2-bromo-phenyl)-propyl ester as an oil. Methanesulfonic acid 3-(2-bromo-phenyl)-... Starting materials: CCOC=C(C(=O)OCC)C(=O)OCC, COC(=O)c1cc(Cl)sc1N. The product is CCOC(=O)C(=CNc1sc(Cl)cc1C(=O)OC)C(=O)OCC. RXN SMILES: [CH2:12]([O:13][CH:15]=[C:16]([C:17](=[O:18])[O:19][CH2:20][CH3:21])[C:22](=[O:23])[O:24][CH2:25][CH3:26])[CH3:14].[NH2:1][c:2]1[s:3][c:4]([Cl:11])[cH:5][c:6]1[C:7](=[O:8])[O:9][CH3:10]>>[NH:1]([c:2]1[s:3][c:4]([Cl:11])[cH:5][c:6]1[C:7](=[O:8])[O:9][CH3:10])[CH:15]=[C:16]([C:17](=[O:18])[O:19][CH2:20][CH3:21])[C:22](=[O:23])[O:24][CH2:25][CH3:26]. The reactants are NC=1SC(=CC1C(=O)N)C1=C(C=C(C=C1F)C(C)(C)O)F (2-amino-5-[2,6-difluoro-4-(1-hydroxy-1-methylethyl)phenyl]thiophene-3-carboxamide), BrC1=CC=CC(=N1)[C@@]1([C@H](CN(CC1)C(=O)OCC1=CC=CC=C1)O)O (benzyl (3S,4S)-4-(6-bromopyridin-2-yl)-3,4-dihydroxypiperidine-1-carboxylate). Product: NC(=O)C1=C(SC(=C1)C1=C(C=C(C=C1F)C(C)(C)O)F)NC1=CC=CC(=N1)[C@@]1([C@H](CN(CC1)C(=O)OCC1=CC=CC=C1)O)O (Benzyl (3S,4S)-4-[6-({3-(aminocarbonyl)-5-[2,6-difluoro-4-(1-hydroxy-1-methylethyl)phenyl]-2-thienyl}amino)pyridin-2-yl]-3,4-dihydroxypiperidine-1-carboxylate). Reaction SMILES: [NH2:1][C:2]1[S:3][C:4]([C:10]2[C:15]([F:16])=[CH:14][C:13]([C:17]([OH:20])([CH3:19])[CH3:18])=[CH:12][C:11]=2[F:21])=[CH:5][C:6]=1[C:7]([NH2:9])=[O:8].Br[C:23]1[N:28]=[C:27]([C@@:29]2([OH:46])[CH2:34][CH2:33][N:32]([C:35]([O:37][CH2:38][C:39]3[CH:44]=[CH:43][CH:42]=[CH:41][CH:40]=3)=[O:36])[CH2:31][C@@H:30]2[OH:45])[CH:26]=[CH:25][CH:24]=1>>[NH2:9][C:7]([C:6]1[CH:5]=[C:4]([C:10]2[C:11]([F:21])=[CH:12][C:13]([C:17]([OH:20])([CH3:18])[CH3:19])=[CH:14][C:15]=2[F:16])[S:3][C:2]=1[NH:1][C:23]1[N:28]=[C:27]([C@@:29]2([OH:46])[CH2:34][CH2:33][N:32]([C:35]([O:37][CH2:38][C:39]3[CH:44]=[CH:43][CH:42]=[CH:41][CH:40]=3)=[O:36])[CH2:31][C@@H:30]2[OH:45])[CH:26]=[CH:25][CH:24]=1)=[O:8]. Procedure: The title compound was prepared using the procedure listed in Example 1 with 2-amino-5-[2,6-difluoro-4-(1-hydroxy-1-methylethyl)phenyl]thiophene-3-carboxamide (0.11 g, 0.34 mmol) and benzyl (3S,4S)-4-(6-bromopyridin-2-yl)-3,4-dihydroxypiperidine-1-carboxylate (0.13 g, 0.33 mmol) as the starting materials.